Dataset: the Open Reaction Database (ORD), a public repository of structured organic reaction records. Task: describe an organic reaction: reactants, conditions, products, and yield Starting materials: C=CCC1CC(=O)C2(C)CCC3c4cc(OCC)c(OCc5ccccc5)cc4CCC3C12, C=CC(=O)OC, ClCCl. The product is CCOc1cc2c(cc1OCc1ccccc1)CCC1C2CCC2(C)C(=O)CC(CC=CC(=O)OC)C12. Reaction SMILES: [CH2:1]([CH:2]=[CH2:3])[CH:4]1[CH2:5][C:6](=[O:33])[C:7]2([CH3:8])[CH:9]1[CH:10]1[CH2:11][CH2:12][c:13]3[cH:14][c:15]([O:25][CH2:26][c:27]4[cH:28][cH:29][cH:30][cH:31][cH:32]4)[c:16]([O:22][CH2:23][CH3:24])[cH:17][c:18]3[CH:19]1[CH2:20][CH2:21]2.[CH3:34][O:35][C:36]([CH:37]=[CH2:38])=[O:39].[Cl:40][CH2:41][Cl:42]>>[CH2:1]([CH:2]=[CH:3][C:36]([O:35][CH3:34])=[O:39])[CH:4]1[CH2:5][C:6](=[O:33])[C:7]2([CH3:8])[CH:9]1[CH:10]1[CH2:11][CH2:12][c:13]3[cH:14][c:15]([O:25][CH2:26][c:27]4[cH:28][cH:29][cH:30][cH:31][cH:32]4)[c:16]([O:22][CH2:23][CH3:24])[cH:17][c:18]3[CH:19]1[CH2:20][CH2:21]2. Starting materials: ClC(c1ccccc1)(c1ccccc1)c1ccccc1, C1CCOC1, CCN(C(C)C)C(C)C, O=[N+]([O-])c1nc[nH]n1. The product is O=[N+]([O-])c1ncn(C(c2ccccc2)(c2ccccc2)c2ccccc2)n1. Reaction SMILES: [C:9]([c:10]1[cH:11][cH:12][cH:13][cH:14][cH:15]1)([c:16]1[cH:17][cH:18][cH:19][cH:20][cH:21]1)([c:22]1[cH:23][cH:24][cH:25][cH:26][cH:27]1)[Cl:28].[CH2:38]1[O:39][CH2:40][CH2:41][CH2:42]1.[CH:29]([N:30]([CH:31]([CH3:32])[CH3:33])[CH2:34][CH3:35])([CH3:36])[CH3:37].[N+:1](=[O:2])([O-:3])[c:4]1[n:5][nH:6][cH:7][n:8]1>>[N+:1](=[O:2])([O-:3])[c:4]1[n:5][n:6]([C:9]([c:10]2[cH:11][cH:12][cH:13][cH:14][cH:15]2)([c:16]2[cH:17][cH:18][cH:19][cH:20][cH:21]2)[c:22]2[cH:23][cH:24][cH:25][cH:26][cH:27]2)[cH:7][n:8]1. Reactants: CNC(=O)c1cc(Oc2cccc(NC(=O)Nc3ccc4c(cnn4C)c3)c2)ccn1, CO, [K+], [OH-], O. Yields the product Cn1ncc2cc(NC(=O)Nc3cccc(Oc4ccnc(C(=O)O)c4)c3)ccc21. RXN SMILES: [CH3:1][NH:2][C:3](=[O:4])[c:5]1[n:6][cH:7][cH:8][c:9]([O:11][c:12]2[cH:13][c:14]([NH:18][C:19](=[O:20])[NH:21][c:22]3[cH:23][c:24]4[cH:25][n:26][n:27]([CH3:31])[c:28]4[cH:29][cH:30]3)[cH:15][cH:16][cH:17]2)[cH:10]1.[CH3:34][OH:35].[K+:33].[OH-:32].[OH2:36]>>[C:3](=[O:4])([c:5]1[n:6][cH:7][cH:8][c:9]([O:11][c:12]2[cH:13][c:14]([NH:18][C:19](=[O:20])[NH:21][c:22]3[cH:23][c:24]4[cH:25][n:26][n:27]([CH3:31])[c:28]4[cH:29][cH:30]3)[cH:15][cH:16][cH:17]2)[cH:10]1)[OH:32]. Starting materials: CO (methanol), CC1=C(O)C=CC=C1O (2-methylresorcinol), OCC1=C(C(=CC(=C1)C)CO)O (2,6-bis(hydroxymethyl)-4-methylphenol), Cl (hydrochloric acid). The solvent is O (water). Product: OC1=C(CC2=C(C(=CC(=C2)C)CC2=C(C(=C(C=C2)O)C)O)O)C=CC(=C1C)O (2,6-Bis(2,4-dihydroxy-3-methylbenzyl )-4-methylphenol). RXN SMILES: [CH3:1][OH:2].[CH3:3][C:4]1[C:10]([OH:11])=[CH:9][CH:8]=[CH:7][C:5]=1[OH:6].O[CH2:13][C:14]1[CH:19]=[C:18]([CH3:20])[CH:17]=[C:16]([CH2:21]O)[C:15]=1[OH:23].Cl>O>[OH:6][C:5]1[C:4]([CH3:3])=[C:10]([OH:11])[CH:9]=[CH:8][C:7]=1[CH2:13][C:14]1[CH:19]=[C:18]([CH3:20])[CH:17]=[C:16]([CH2:21][C:4]2[CH:10]=[CH:9][C:1]([OH:2])=[C:7]([CH3:8])[C:5]=2[OH:6])[C:15]=1[OH:23]. Procedure: To a one liter flask was added 500 ml of methanol, 102.6 g of 2-methylresorcinol, 17 g of 2,6-bis(hydroxymethyl)-4-methylphenol and 10 ml of concentrated hydrochloric acid. The mixture was heated at reflux for 24 hours, cooled and slowly poured into 3 L of de-mineralized water to precipitate the crude product. After the product was collected by filtration it was washed with a copious amount of water, dissolved into 3.5 L of hot water, and the mixture filtered while hot. The filtrate was cooled t... Run at time 18 hour. The reactants are CCOC(=O)C (EtOAc), C([O-])([O-])=O.[K+].[K+] (potassium carbonate), ICC (iodoethane), C(C1=CC=CC=C1)OC1=C(C=C(C=C1)N)CCCC1=CC=C(C(=O)OC)C=C1 (methyl 4-[3-(2-benzyloxy-5-aminophenyl) propyl]benzoate). The solvent is CN(C)C=O (DMF). Yields the product C(C1=CC=CC=C1)OC1=C(C=C(C=C1)N(CC)CC)CCCC1=CC=C(C(=O)OC)C=C1 (methyl 4-[3-(2-benzyloxy-5-(diethylamino) phenyl)propyl]benzoate). Procedure details: To a mixture of methyl 4-[3-(2-benzyloxy-5-aminophenyl) propyl]benzoate (250 mg) in DMF (5 ml) was added potassium carbonate (0.2 g) and iodoethane (0.16 ml). The reaction was stirred for 18 hours, diluted with EtOAc, washed with water and brine, dried (MgSO4), filtered and evaporated. The residue was purified by flash chromatography to give the methyl 4-[3-(2-benzyloxy-5-(diethylamino) phenyl)propyl]benzoate as an oil (150 mg). Reaction SMILES: [CH2:1]([O:8][C:9]1[CH:14]=[CH:13][C:12]([NH2:15])=[CH:11][C:10]=1[CH2:16][CH2:17][CH2:18][C:19]1[CH:28]=[CH:27][C:22]([C:23]([O:25][CH3:26])=[O:24])=[CH:21][CH:20]=1)[C:2]1[CH:7]=[CH:6][CH:5]=[CH:4][CH:3]=1.C(=O)([O-])[O-].[K+].[K+].I[CH2:36][CH3:37].[CH3:38][CH2:39]OC(C)=O>CN(C=O)C>[CH2:1]([O:8][C:9]1[CH:14]=[CH:13][C:12]([N:15]([CH2:36][CH3:37])[CH2:38][CH3:39])=[CH:11][C:10]=1[CH2:16][CH2:17][CH2:18][C:19]1[CH:20]=[CH:21][C:22]([C:23]([O:25][CH3:26])=[O:24])=[CH:27][CH:28]=1)[C:2]1[CH:3]=[CH:4][CH:5]=[CH:6][CH:7]=1 |f:1.2.3|. The reactants are ClC1=CC=C(C=N1)CN1C=2C(CC(C1)O)OC(C2)=O (4-[(6-chloropyridin-3-yl)methyl]-6-hydroxy-5,6,7,7a-tetrahydrofuro[3,2-b]pyridin-2(4H)-one), C1(=CC=CC=C1)P(C1=CC=CC=C1)C1=CC=CC=C1 (triphenylphosphine), C(Cl)(Cl)(Cl)Cl (carbon tetrachloride). Solvent: ClCCl (dichloromethane), C(C)#N (acetonitrile). Product: ClC1=CC=C(C=N1)CN1C=2C(CC(C1)Cl)OC(C2)=O (4-[(6-chloropyridin-3-yl)methyl]-6-chloro-5,6,7,7a-tetrahydrofuro[3,2-b]pyridin-2(4H)-one). RXN SMILES: [Cl:1][C:2]1[N:7]=[CH:6][C:5]([CH2:8][N:9]2[CH2:14][CH:13](O)[CH2:12][CH:11]3[O:16][C:17](=[O:19])[CH:18]=[C:10]23)=[CH:4][CH:3]=1.C1(P(C2C=CC=CC=2)C2C=CC=CC=2)C=CC=CC=1.C(Cl)(Cl)(Cl)[Cl:40]>C(#N)C.ClCCl>[Cl:1][C:2]1[N:7]=[CH:6][C:5]([CH2:8][N:9]2[CH2:14][CH:13]([Cl:40])[CH2:12][CH:11]3[O:16][C:17](=[O:19])[CH:18]=[C:10]23)=[CH:4][CH:3]=1. Reported procedure: At 70° C., 146.0 mg (0.52 mmol) of 4-[(6-chloropyridin-3-yl)methyl]-6-hydroxy-5,6,7,7a-tetrahydrofuro[3,2-b]pyridin-2(4H)-one (cf. I-16) and 274.2 mg (1.05 mmol) of triphenylphosphine are stirred in a mixture of 2.5 ml of acetonitrile and 2.5 ml of carbon tetrachloride. After cooling to room temperature, the mixture is diluted with dichloromethane and washed successively with dilute aqueous ammonium hydroxide solution and saturated sodium chloride solution: the organic phase is dried over sodium... Run in C1CCOC1 (THF), C1CCOC1 (THF). Procedure details: To 17.9 mg (0.26 mmol) pyrazole in 2 mL dry THF at 0° C. was added 14 mg (0.35 mmol, 60% dispersion in mineral oil) NaH and the reaction was stirred for 30 minutes. 50 mg (0.17 mmol) 3-methanesulfonyloxymethyl-azetidine-1-carboxylic acid tert-butyl ester in 1 mL dry THF was added dropwise and the reaction was allowed to warm to room temperature for 16 hours. The solvent was evaporated and the remaining residue was partitioned between 25 mL H2O and 25 mL EtOAc. The organic phase was washed with 2... As a reaction SMILES: [NH:1]1[CH:5]=[CH:4][CH:3]=[N:2]1.[H-].[Na+].[C:8]([O:12][C:13]([N:15]1[CH2:18][CH:17]([CH2:19]OS(C)(=O)=O)[CH2:16]1)=[O:14])([CH3:11])([CH3:10])[CH3:9]>C1COCC1>[C:8]([O:12][C:13]([N:15]1[CH2:18][CH:17]([CH2:19][N:1]2[CH:5]=[CH:4][CH:3]=[N:2]2)[CH2:16]1)=[O:14])([CH3:11])([CH3:9])[CH3:10] |f:1.2|. Conditions: time 30 minute. The reactants are N1N=CC=C1 (pyrazole), [H-].[Na+] (NaH), C(C)(C)(C)OC(=O)N1CC(C1)COS(=O)(=O)C (3-methanesulfonyloxymethyl-azetidine-1-carboxylic acid tert-butyl ester). Product: C(C)(C)(C)OC(=O)N1CC(C1)CN1N=CC=C1 (3-Pyrazol-1-ylmethyl-azetidine-1-carboxylic acid tert-butyl ester). Reactants: CC(=O)[O-], CC(=O)O, CC12CC3CC(C)(C1)CC(Br)(C3)C2, [K+]. Yields the product CC(=O)OC12CC3CC(C)(CC(C)(C3)C1)C2. Reaction SMILES: [CH3:15][C:16]([O-:17])=[O:18].[CH3:19][C:20](=[O:21])[OH:22].[CH3:1][C:2]12[CH2:3][C:4]3([Br:13])[CH2:5][CH:6]([CH2:7][C:8]([CH3:11])([CH2:9]1)[CH2:10]3)[CH2:12]2.[K+:14]>>[CH3:1][C:2]12[CH2:3][C:4]3([O:18][C:16]([CH3:15])=[O:17])[CH2:5][CH:6]([CH2:7][C:8]([CH3:11])([CH2:9]1)[CH2:10]3)[CH2:12]2.